From a dataset of the Open Reaction Database (ORD), a public repository of structured organic reaction records. describe an organic reaction: reactants, conditions, products, and yield Reactants: C(C1=CC=CC=C1)C=1C(=NC2=CC=C(C=C2C1Cl)C(O)(C=1C=NC(=CC1)C(F)(F)F)C1=CN=CN1C)Cl.C(=O)(C(F)(F)F)O ((3-Benzyl-2,4-dichloroquinolin-6-yl)(1-methyl-1H-imidazol-5-yl)(6-(trifluoromethyl)pyridin-3-yl)methanol•TFA), CN1N=CC(=C1)B1OC(C(O1)(C)C)(C)C (1-methyl-4-(4,4,5,5-tetramethyl-1,3,2-dioxaborolan-2-yl)-1H-pyrazole), C(=O)([O-])[O-].[K+].[K+] (K2CO3), O1CCOCC1 (1,4-dioxane). Reagents/catalysts: C1=CC=C(C=C1)P([C-]2C=CC=C2)C3=CC=CC=C3.C1=CC=C(C=C1)P([C-]2C=CC=C2)C3=CC=CC=C3.Cl[Pd]Cl.[Fe+2] (PdCl2(dppf)). Solvent: O (water). Reaction conditions: temperature 70 celsius. Product: C(C1=CC=CC=C1)C=1C(=NC2=CC=C(C=C2C1Cl)C(O)(C=1C=NC(=CC1)C(F)(F)F)C1=CN=CN1C)C=1C=NN(C1)C ((3-Benzyl-4-chloro-2-(1-methyl-1H-pyrazol-4-yl)quinolin-6-yl)(1-methyl-1H-imidazol-5-yl)(6-(trifluoromethyl)pyridin-3-yl)methanol), C(=O)(C(F)(F)F)O (TFA). Reaction SMILES: [CH2:1]([C:8]1[C:9](Cl)=[N:10][C:11]2[C:16]([C:17]=1[Cl:18])=[CH:15][C:14]([C:19]([C:31]1[N:35]([CH3:36])[CH:34]=[N:33][CH:32]=1)([C:21]1[CH:22]=[N:23][C:24]([C:27]([F:30])([F:29])[F:28])=[CH:25][CH:26]=1)[OH:20])=[CH:13][CH:12]=2)[C:2]1[CH:7]=[CH:6][CH:5]=[CH:4][CH:3]=1.[C:38]([OH:44])([C:40]([F:43])([F:42])[F:41])=[O:39].[CH3:45][N:46]1[CH:50]=[C:49](B2OC(C)(C)C(C)(C)O2)[CH:48]=[N:47]1.C([O-])([O-])=O.[K+].[K+].O1CCOCC1>C1C=CC(P(C2C=CC=CC=2)[C-]2C=CC=C2)=CC=1.C1C=CC(P(C2C=CC=CC=2)[C-]2C=CC=C2)=CC=1.Cl[Pd]Cl.[Fe+2].O>[CH2:1]([C:8]1[C:9]([C:49]2[CH:48]=[N:47][N:46]([CH3:45])[CH:50]=2)=[N:10][C:11]2[C:16]([C:17]=1[Cl:18])=[CH:15][C:14]([C:19]([C:31]1[N:35]([CH3:36])[CH:34]=[N:33][CH:32]=1)([C:21]1[CH:22]=[N:23][C:24]([C:27]([F:30])([F:28])[F:29])=[CH:25][CH:26]=1)[OH:20])=[CH:13][CH:12]=2)[C:2]1[CH:7]=[CH:6][CH:5]=[CH:4][CH:3]=1.[C:38]([OH:44])([C:40]([F:43])([F:42])[F:41])=[O:39] |f:0.1,3.4.5,7.8.9.10|. Procedure details: A mixture of (3-benzyl-2,4-dichloroquinolin-6-yl)(1-methyl-1H-imidazol-5-yl)(6-(trifluoromethyl)pyridin-3-yl)methanol (523 mg, 0.960 mmol, Example 109), 1-methyl-4-(4,4,5,5-tetramethyl-1,3,2-dioxaborolan-2-yl)-1H-pyrazole (262 mg, 1.26 mmol), PdCl2(dppf) (71 mg, 0.097 mmol), K2CO3 (266 mg, 1.92 mmol), 1,4-dioxane (20 mL), and water (5 mL) was sparged with N2 for about 12 minutes, and then heated at 70° C. for 18 hours. After cooling to room temperature, the mixture was filtered through a syringe...